Dataset: the Open Reaction Database (ORD), a public repository of structured organic reaction records. Task: describe an organic reaction: reactants, conditions, products, and yield Reactants: [Cl-].[Cl-].[Cl-].[Al+3] (aluminium trichloride), COC(=O)C1=CC2=C1C=C(C(=C2)C(C2=C(C=CC=C2)F)=O)OC (4-(o-fluorobenzoyl)-5-methoxybenzocyclobutene-1-carboxylic acid methyl ester), Cl (hydrochloric acid). The solvent is ClCCl (dichloromethane). Run at time 4 hour. The product is COC(=O)C1=CC2=C1C=C(C(=C2)C(C2=C(C=CC=C2)F)=O)O (4-(o-fluorobenzoyl)-5-hydroxybenzocyclobutene-1-carboxylic acid methyl ester). Reaction SMILES: [CH3:1][O:2][C:3]([C:5]1[C:8]2[CH:9]=[C:10]([O:22]C)[C:11]([C:13](=[O:21])[C:14]3[CH:19]=[CH:18][CH:17]=[CH:16][C:15]=3[F:20])=[CH:12][C:7]=2[CH:6]=1)=[O:4].[Cl-].[Cl-].[Cl-].[Al+3].Cl>ClCCl>[CH3:1][O:2][C:3]([C:5]1[C:8]2[CH:9]=[C:10]([OH:22])[C:11]([C:13](=[O:21])[C:14]3[CH:19]=[CH:18][CH:17]=[CH:16][C:15]=3[F:20])=[CH:12][C:7]=2[CH:6]=1)=[O:4] |f:1.2.3.4|. Procedure: 5.0 g of 4-(o-fluorobenzoyl)-5-methoxybenzocyclobutene-1-carboxylic acid methyl ester are dissolved in 100 ml of dichloromethane; 6.4 g of aluminium trichloride are added and the whole is heated at boiling for 4 hours while stirring. The mixture is poured onto ice; 20 ml of concentrated hydrochloric acid are added and the whole is extracted by shaking twice with 100 ml of dichloromethane each time. The organic phases are combined, washed with water, dried over magnesium sulphate and concentrated... Starting materials: C1(CCCCC1)C=1C=2C=CC(=CC2N2C1C1=C(C=C(C2)C(=O)N2CCC(CC2)N2CCOCC2)C=CC=C1)C(=O)O (13-cyclohexyl-6-[[4-(4-morpholinyl)-1-piperidinyl]carbonyl]-7H-indolo[2,1-a][2]benzazepine-10-carboxylic acid), O.Cl.Cl.NCC=1NC2=C(N1)C=CC=C2 (2-aminomethyl benzimidazole dihydrochloride hydrate), C(C)(C)N(C(C)C)CC (N,N-diisopropylethylamine), Cl.CN(CCCN=C=NCC)C (N-(3-dimethylaminopropyl)-N′-ethylcarbodiimide hydrochloride), ON1N=NC2=C1C=CC=C2 (1-hydroxybenzotriazole). Solvent: CN(C)C=O (DMF). Reaction conditions: time 4 hour. Yields the product N1C(=NC2=C1C=CC=C2)CNC(=O)C=2C=CC=1C(=C3N(CC(=CC4=C3C=CC=C4)C(=O)N4CCC(CC4)N4CCOCC4)C1C2)C2CCCCC2 (N-(1H-benzimidazol-2-ylmethyl)-13-cyclohexyl-6-[[4-(4-morpholinyl)-1-piperidinyl]carbonyl]-7H-indolo[2,1-a][2]benzazepine-10-carboxamide). Yield: 14.6%. RXN SMILES: [CH:1]1([C:7]2[C:8]3[CH:9]=[CH:10][C:11]([C:39](O)=[O:40])=[CH:12][C:13]=3[N:14]3[CH2:20][C:19]([C:21]([N:23]4[CH2:28][CH2:27][CH:26]([N:29]5[CH2:34][CH2:33][O:32][CH2:31][CH2:30]5)[CH2:25][CH2:24]4)=[O:22])=[CH:18][C:17]4[CH:35]=[CH:36][CH:37]=[CH:38][C:16]=4[C:15]=23)[CH2:6][CH2:5][CH2:4][CH2:3][CH2:2]1.O.Cl.Cl.[NH2:45][CH2:46][C:47]1[NH:48][C:49]2[CH:55]=[CH:54][CH:53]=[CH:52][C:50]=2[N:51]=1.C(N(CC)C(C)C)(C)C.Cl.CN(C)CCCN=C=NCC.ON1C2C=CC=CC=2N=N1>CN(C=O)C>[NH:48]1[C:49]2[CH:55]=[CH:54][CH:53]=[CH:52][C:50]=2[N:51]=[C:47]1[CH2:46][NH:45][C:39]([C:11]1[CH:10]=[CH:9][C:8]2[C:7]([CH:1]3[CH2:2][CH2:3][CH2:4][CH2:5][CH2:6]3)=[C:15]3[C:16]4[CH:38]=[CH:37][CH:36]=[CH:35][C:17]=4[CH:18]=[C:19]([C:21]([N:23]4[CH2:28][CH2:27][CH:26]([N:29]5[CH2:34][CH2:33][O:32][CH2:31][CH2:30]5)[CH2:25][CH2:24]4)=[O:22])[CH2:20][N:14]3[C:13]=2[CH:12]=1)=[O:40] |f:1.2.3.4,6.7|. Procedure: To a stirred solution of 13-cyclohexyl-6-[[4-(4-morpholinyl)-1-piperidinyl]carbonyl]-7H-indolo[2,1-a][2]benzazepine-10-carboxylic acid (134 mg, 0.24 mmol) in DMF (500 μL) were added 2-aminomethyl benzimidazole dihydrochloride hydrate (75 mg, 0.32 mmol), N,N-diisopropylethylamine (165 μL, 0.95 mmol), N-(3-dimethylaminopropyl)-N′-ethylcarbodiimide hydrochloride (60 mg, 0.31 mmol), and 1-hydroxybenzotriazole (44 mg, 0.33 mmol). The suspension was allowed to stir at r.t. for 4 hr, at which point the...